From a dataset of the Open Reaction Database (ORD), a public repository of structured organic reaction records. describe an organic reaction: reactants, conditions, products, and yield Starting materials: C(\C=C(/C)\CCC=C(C)C)OC1=CC=C(C(=O)O)C=C1 (4-geranyloxybenzoic acid), NCC1N(CCC1)CC (2-aminomethyl-1-ethylpyrrolidine). The product is C(C)N1C(CCC1)CNC(C1=CC=C(C=C1)OC\C=C(/C)\CCC=C(C)C)=O (1-ethyl-2-(4-geranyloxybenzoylaminomethyl)pyrrolidine). The yield is 98.0%. As a reaction SMILES: [CH2:1]([O:11][C:12]1[CH:20]=[CH:19][C:15]([C:16]([OH:18])=O)=[CH:14][CH:13]=1)/[CH:2]=[C:3](/[CH2:5][CH2:6][CH:7]=[C:8]([CH3:10])[CH3:9])\[CH3:4].[NH2:21][CH2:22][CH:23]1[CH2:27][CH2:26][CH2:25][N:24]1[CH2:28][CH3:29]>>[CH2:28]([N:24]1[CH2:25][CH2:26][CH2:27][CH:23]1[CH2:22][NH:21][C:16](=[O:18])[C:15]1[CH:14]=[CH:13][C:12]([O:11][CH2:1]/[CH:2]=[C:3](/[CH2:5][CH2:6][CH:7]=[C:8]([CH3:9])[CH3:10])\[CH3:4])=[CH:20][CH:19]=1)[CH3:29]. Procedure details: In a manner identical to Example 15, 4-geranyloxybenzoic acid (1.45 g) was subjected to a condensation reaction with 2-aminomethyl-1-ethylpyrrolidine (0.7 ml), thereby yielding 1.96 g (98%) of the aimed compound.